From a dataset of the Open Reaction Database (ORD), a public repository of structured organic reaction records. describe an organic reaction: reactants, conditions, products, and yield Starting materials: Cl (HCl), S(=O)(=O)(OC)OC (dimethyl sulfate), [OH-].[Na+] (sodium hydroxide), OC1=NC=C(C=C1)[N+](=O)[O-] (2-hydroxy-5-nitropyridine). Run at temperature 25 celsius, time 8 hour. The product is CN1C(C=CC(=C1)[N+](=O)[O-])=O (1-Methyl-5-nitropyridin-2(1H)-one). The yield is 29.8%. As a reaction SMILES: S([O:6][CH3:7])(OC)(=O)=O.[OH-].[Na+].O[C:11]1[CH:16]=[CH:15][C:14]([N+:17]([O-:19])=[O:18])=[CH:13][N:12]=1.Cl>>[CH3:11][N:12]1[CH:13]=[C:14]([N+:17]([O-:19])=[O:18])[CH:15]=[CH:16][C:7]1=[O:6] |f:1.2|. Procedure details: To a mixture containing 20.0 ml (211.40 mmol) of dimethyl sulfate and 45 ml of 3N sodium hydroxide was added 4.00 g (28.55 mmol) of 2-hydroxy-5-nitropyridine in portions over 15 min. After complete addition, the reaction was allowed to stir at 25° C. overnight. The reaction was acidified with 1N HCl and the solids filtered, washed with ethanol and dried to afford 1.31 g (29.77%) of product. Reactants: N1(CCNCC1)C1=NC=CC=N1 (2-(piperazinyl)pyrimidine), CCN=C=NCCCN(C)C (EDAC), ClC1=CC=C(C=C1)C1=C(C(=NN1C1=C(C=CC=C1)Cl)C(=O)O)CC#N (5-(4-Chloro-phenyl)-1-(2-chloro-phenyl)-4-cyanomethyl-1H-pyrazole-3-carboxylic acid), C=1C=CC2=C(C1)N=NN2O (HOBT). The solvent is ClCCl (dichloromethane). Conditions: time 16 hour. The product is ClC1=CC=C(C=C1)C1=C(C(=NN1C1=C(C=CC=C1)Cl)C(=O)N1CCN(CC1)C1=CC=CC=C1)CC#N ([5-(4-Chloro-phenyl)-1-(2-chloro-phenyl)-3-(4-phenyl-piperazine-1-carbonyl)-1H-pyrazol-4-yl]-acetonitrile). Reaction SMILES: CCN=C=NCCCN(C)C.[Cl:12][C:13]1[CH:18]=[CH:17][C:16]([C:19]2[N:23]([C:24]3[CH:29]=[CH:28][CH:27]=[CH:26][C:25]=3[Cl:30])[N:22]=[C:21]([C:31]([OH:33])=O)[C:20]=2[CH2:34][C:35]#[N:36])=[CH:15][CH:14]=1.[CH:37]1[CH:38]=[CH:39][C:40]2N(O)N=[N:43][C:41]=2[CH:42]=1.[N:47]1(C2N=CC=CN=2)[CH2:52][CH2:51]N[CH2:49][CH2:48]1>ClCCl>[Cl:12][C:13]1[CH:14]=[CH:15][C:16]([C:19]2[N:23]([C:24]3[CH:29]=[CH:28][CH:27]=[CH:26][C:25]=3[Cl:30])[N:22]=[C:21]([C:31]([N:47]3[CH2:52][CH2:51][N:43]([C:41]4[CH:42]=[CH:37][CH:38]=[CH:39][CH:40]=4)[CH2:49][CH2:48]3)=[O:33])[C:20]=2[CH2:34][C:35]#[N:36])=[CH:17][CH:18]=1. Procedure: EDAC (195 mg, 1.00 mmol) was added to a stirred solution of [B1] (250 mg, 0.7 mmol) and HOBT (133 mg, 0.8 mmol) in dichloromethane (40 ml) at room temperature under argon. After 15 minutes 2-(piperazinyl)pyrimidine (155 mg, 0.9 mmol) was added and stirring continued for 16 hours. The mixture was washed with saturated aqueous sodium bicarbonate solution (3×) then with brine, dried over magnesium sulphate, filtered and evaporated in vacuo to give the crude, which was purified by preparative chroma... The reactants are ClCCCOC1=CC=C(C=C1)C1=CC=NC=C1 (4-[4-(3-chloropropoxy)phenyl]pyridine), ClC1=CC(=CC=C1)C(=O)OO (metachloroperbenzoic acid). Solvent: C(Cl)(Cl)Cl (chloroform). Run at time 4 hour. The product is ClCCCOC1=CC=C(C=C1)C1=CC=[N+](C=C1)[O-] (4-[4-(3-chloropropoxy)phenyl]pyridine 1-oxide). Isolated yield 83.9%. Reaction SMILES: [Cl:1][CH2:2][CH2:3][CH2:4][O:5][C:6]1[CH:11]=[CH:10][C:9]([C:12]2[CH:17]=[CH:16][N:15]=[CH:14][CH:13]=2)=[CH:8][CH:7]=1.ClC1C=CC=C(C(OO)=[O:26])C=1>C(Cl)(Cl)Cl>[Cl:1][CH2:2][CH2:3][CH2:4][O:5][C:6]1[CH:11]=[CH:10][C:9]([C:12]2[CH:17]=[CH:16][N+:15]([O-:26])=[CH:14][CH:13]=2)=[CH:8][CH:7]=1. Reported procedure: A mixture of 4-[4-(3-chloropropoxy)phenyl]pyridine (1.22 g) and metachloroperbenzoic acid (1.82 g) in chloroform (25 mL) is stirred at room temperature for four hours, then concentrated under reduced pressure and purified by column chromatography over silica gel using a gradient dichloromethane/methanol from 100/0 to 95/5. Fractions containing the expected product are pooled and concentrated under reduced pressure to give 1.09 g of 4-[4-(3-chloropropoxy)phenyl]pyridine 1-oxide as a pale yellow s... The reactants are Cl.COC=1C=C(C=CC1OC)C=1C(C(N(N1)C1CCNCC1)=O)(C)C (5-(3,4-dimethoxyphenyl)-4,4-dimethyl-2-(piperidin-4-yl)-2,4-dihydro-3H-pyrazol-3-one hydrochloride), Cl.COC=1C=C(C=CC1OC)C=1C(C(N(N1)C1CCNCC1)=O)(C)C (5-(3,4-dimethoxyphenyl)-4,4-dimethyl-2-(piperidin-4-yl)-2,4-dihydro-3H-pyrazol-3-one hydrochloride), C1(CC1)COC=1C=C(C(=O)O)C=CC1OC(F)F (3-(cyclopropylmethoxy)-4-(difluoromethoxy)benzoic acid). The product is C1(CC1)COC=1C=C(C(=O)N2CCC(CC2)N2N=C(C(C2=O)(C)C)C2=CC(=C(C=C2)OC)OC)C=CC1OC(F)F (2-{1-[3-(Cyclopropylmethoxy)-4-(difluoromethoxy)benzoyl]piperidin-4-yl}-5-(3,4-dimethoxyphenyl)-4,4-dimethyl-2,4-dihydro-3H-pyrazol-3-one). Reaction SMILES: Cl.[CH3:2][O:3][C:4]1[CH:5]=[C:6]([C:12]2[C:13]([CH3:25])([CH3:24])[C:14](=[O:23])[N:15]([CH:17]3[CH2:22][CH2:21][NH:20][CH2:19][CH2:18]3)[N:16]=2)[CH:7]=[CH:8][C:9]=1[O:10][CH3:11].[CH:26]1([CH2:29][O:30][C:31]2[CH:32]=[C:33]([CH:37]=[CH:38][C:39]=2[O:40][CH:41]([F:43])[F:42])[C:34](O)=[O:35])[CH2:28][CH2:27]1>>[CH:26]1([CH2:29][O:30][C:31]2[CH:32]=[C:33]([CH:37]=[CH:38][C:39]=2[O:40][CH:41]([F:42])[F:43])[C:34]([N:20]2[CH2:21][CH2:22][CH:17]([N:15]3[C:14](=[O:23])[C:13]([CH3:25])([CH3:24])[C:12]([C:6]4[CH:7]=[CH:8][C:9]([O:10][CH3:11])=[C:4]([O:3][CH3:2])[CH:5]=4)=[N:16]3)[CH2:18][CH2:19]2)=[O:35])[CH2:28][CH2:27]1 |f:0.1|. Procedure: The title compound is prepared analogously as described for GP2-WU2 using 5-(3,4-dimethoxyphenyl)-4,4-dimethyl-2-(piperidin-4-yl)-2,4-dihydro-3H-pyrazol-3-one (compound B1) and 3-(cyclopropylmethoxy)-4-(difluoromethoxy)benzoic acid as starting compounds. The crude product is purified by chromatography (amino phase silica gel and DCM) to yield the title compound. Starting materials: CSC1=NC(=O)C(=Cc2ccc3c(cnn3Cc3ccc(C(F)(F)F)cc3C(F)(F)F)c2)S1, O=C1CCNCCN1. Yields the product O=C1CCN(C2=NC(=O)C(=Cc3ccc4c(cnn4Cc4ccc(C(F)(F)F)cc4C(F)(F)F)c3)S2)CCN1. As a reaction SMILES: [F:1][C:2]([c:3]1[c:4]([CH2:5][n:6]2[n:7][cH:8][c:9]3[cH:10][c:11]([CH:15]=[C:16]4[C:17](=[O:23])[N:18]=[C:19]([S:21][CH3:22])[S:20]4)[cH:12][cH:13][c:14]23)[cH:24][cH:25][c:26]([C:28]([F:29])([F:30])[F:31])[cH:27]1)([F:32])[F:33].[NH:34]1[CH2:35][CH2:36][NH:37][C:38](=[O:41])[CH2:39][CH2:40]1>>[F:1][C:2]([c:3]1[c:4]([CH2:5][n:6]2[n:7][cH:8][c:9]3[cH:10][c:11]([CH:15]=[C:16]4[C:17](=[O:23])[N:18]=[C:19]([N:34]5[CH2:35][CH2:36][NH:37][C:38](=[O:41])[CH2:39][CH2:40]5)[S:20]4)[cH:12][cH:13][c:14]23)[cH:24][cH:25][c:26]([C:28]([F:29])([F:30])[F:31])[cH:27]1)([F:32])[F:33]. Starting materials: ClC1=NN=C(C2=CC=CC=C12)CC1=CC=NC=C1 (1-chloro-4-(4-pyridylmethyl)phthalazine), ClC=1C=C(N)C=CC1 (3-chloroaniline), ClC=1C=C(N)C=CC1 (3-chloroaniline). Solvent: C([O-])([O-])=O.[K+].[K+] (potassium carbonate). Conditions: temperature 90 celsius, time 45 minute. The product is ClC=1C=C(NC2=NN=C(C3=CC=CC=C23)CC2=CC=NC=C2)C=CC1 (1-(3-Chloroanilino)-4-(4-pyridylmethyl)phthalazine). RXN SMILES: Cl[C:2]1[C:11]2[C:6](=[CH:7][CH:8]=[CH:9][CH:10]=2)[C:5]([CH2:12][C:13]2[CH:18]=[CH:17][N:16]=[CH:15][CH:14]=2)=[N:4][N:3]=1.[Cl:19][C:20]1[CH:21]=[C:22]([CH:24]=[CH:25][CH:26]=1)[NH2:23]>C(=O)([O-])[O-].[K+].[K+]>[Cl:19][C:20]1[CH:21]=[C:22]([CH:24]=[CH:25][CH:26]=1)[NH:23][C:2]1[C:11]2[C:6](=[CH:7][CH:8]=[CH:9][CH:10]=2)[C:5]([CH2:12][C:13]2[CH:18]=[CH:17][N:16]=[CH:15][CH:14]=2)=[N:4][N:3]=1 |f:2.3.4|. Reported procedure: A mixture of 1.28 g (5 mmol) 1-chloro-4-(4-pyridylmethyl)phthalazine and 2.6 ml (25 mmol) 3-chloroaniline is stirred for 45 min at 90° C. under a nitrogen atmosphere. Excess 3-chloroaniline is then distlled off under HV at 60° C. and the residue distributed between 30 mldichloromethane and 20 ml of 20% aqueous potassium carbonate solution. The organic solution dried over anhydrous sodium sulfate is evaporated and the residue purified on silica gel by flash chromatography using acetate and acetat...